This data is from the Open Reaction Database (ORD), a public repository of structured organic reaction records. The task is: describe an organic reaction: reactants, conditions, products, and yield Reactants: CC(C)CC(CO)NC(c1ccc(Br)cc1)C(F)(F)F, O=C([O-])[O-], CCOC(C)=O, CCCO, CSc1ccc(B(O)O)cc1, [Na+], [Na+], CC(=O)[O-], CC(=O)[O-], O, [Pd+2], c1ccc(P(c2ccccc2)c2ccccc2)cc1. Yields the product CSc1ccc(-c2ccc(C(NC(CO)CC(C)C)C(F)(F)F)cc2)cc1. Reaction SMILES: [Br:1][c:2]1[cH:3][cH:4][c:5]([CH:8]([C:9]([F:10])([F:11])[F:12])[NH:13][CH:14]([CH2:15][OH:16])[CH2:17][CH:18]([CH3:19])[CH3:20])[cH:6][cH:7]1.[C:32](=[O:33])([O-:34])[O-:35].[CH2:57]([O:58][C:59](=[O:60])[CH3:61])[CH3:62].[CH2:73]([OH:74])[CH2:75][CH3:76].[CH3:21][S:22][c:23]1[cH:24][cH:25][c:26]([B:29]([OH:30])[OH:31])[cH:27][cH:28]1.[Na+:36].[Na+:37].[O-:64][C:65]([CH3:66])=[O:67].[O-:68][C:69]([CH3:70])=[O:71].[OH2:72].[Pd+2:63].[c:38]1([P:39]([c:40]2[cH:41][cH:42][cH:43][cH:44][cH:45]2)[c:46]2[cH:47][cH:48][cH:49][cH:50][cH:51]2)[cH:52][cH:53][cH:54][cH:55][cH:56]1>>[c:2]1(-[c:26]2[cH:25][cH:24][c:23]([S:22][CH3:21])[cH:28][cH:27]2)[cH:3][cH:4][c:5]([CH:8]([C:9]([F:10])([F:11])[F:12])[NH:13][CH:14]([CH2:15][OH:16])[CH2:17][CH:18]([CH3:19])[CH3:20])[cH:6][cH:7]1. Reactants: CCCCCC1OC(=O)C1CCCC, O=C(Cl)OCc1ccccc1, C1CCOC1, C[Si](C)(C)[N-][Si](C)(C)C, [Na+]. The product is CCCCCC1OC(=O)C1(CCCC)C(=O)OCc1ccccc1. RXN SMILES: [CH2:11]([CH2:12][CH2:13][CH3:14])[CH:15]1[C:16](=[O:24])[O:17][CH:18]1[CH2:19][CH2:20][CH2:21][CH2:22][CH3:23].[CH2:25]([c:26]1[cH:27][cH:28][cH:29][cH:30][cH:31]1)[O:32][C:33](=[O:34])[Cl:35].[CH2:36]1[O:37][CH2:38][CH2:39][CH2:40]1.[CH3:2][Si:3]([N-:4][Si:5]([CH3:6])([CH3:7])[CH3:8])([CH3:9])[CH3:10].[Na+:1]>>[CH2:11]([CH2:12][CH2:13][CH3:14])[C:15]1([C:33]([O:32][CH2:25][c:26]2[cH:27][cH:28][cH:29][cH:30][cH:31]2)=[O:34])[C:16](=[O:24])[O:17][CH:18]1[CH2:19][CH2:20][CH2:21][CH2:22][CH3:23]. Reactants: C([O-])([O-])=O.[Cs+].[Cs+] (caesium carbonate), CNCC (methylethylamine), BrC1=C(C=C(C(=C1)F)F)CCl (1-bromo-2-chloromethyl-4,5-difluorobenzene). Run in C(C)#N (acetonitrile). Reaction conditions: temperature 80 celsius, time 16 hour. Yields the product BrC1=C(CCNCC)C=C(C(=C1)F)F ((2-Bromo-4,5-difluorobenzyl)methylethylamine). Reaction SMILES: [Br:1][C:2]1[CH:7]=[C:6]([F:8])[C:5]([F:9])=[CH:4][C:3]=1[CH2:10]Cl.C(=O)([O-])[O-].[Cs+].[Cs+].[CH3:18][NH:19][CH2:20][CH3:21]>C(#N)C>[Br:1][C:2]1[CH:7]=[C:6]([F:8])[C:5]([F:9])=[CH:4][C:3]=1[CH2:10][CH2:18][NH:19][CH2:20][CH3:21] |f:1.2.3|. Reported procedure: 200 mg of 1-bromo-2-chloromethyl-4,5-difluorobenzene are dissolved in 5 ml of acetonitrile. 540 mg of caesium carbonate and 146 μl of methylethylamine are added, and the mixture is stirred at 80° C. for 16 h. After cooling to 25° C., the mixture is filtered, and the filtrate is evaporated to dryness. The residue is taken up in 5 ml of ethyl acetate, the solution is washed with 5 ml of 2N sodium hydroxide solution, and the combined organic phases are dried over sodium sulfate. After filtration, t... Starting materials: CN(Cc1cc(-c2ccc(C=C3SC(=O)NC3=O)cc2)cs1)C(=O)c1ccccc1, C1COCCO1. Product: CN(Cc1cc(-c2ccc(CC3SC(=O)NC3=O)cc2)cs1)C(=O)c1ccccc1. Reaction SMILES: [O:1]=[C:2]1[S:3][C:4](=[CH:8][c:9]2[cH:10][cH:11][c:12](-[c:15]3[cH:16][c:17]([CH2:20][N:21]([C:22]([c:23]4[cH:24][cH:25][cH:26][cH:27][cH:28]4)=[O:29])[CH3:30])[s:18][cH:19]3)[cH:13][cH:14]2)[C:5](=[O:7])[NH:6]1.[O:31]1[CH2:32][CH2:33][O:34][CH2:35][CH2:36]1>>[O:1]=[C:2]1[S:3][CH:4]([CH2:8][c:9]2[cH:10][cH:11][c:12](-[c:15]3[cH:16][c:17]([CH2:20][N:21]([C:22]([c:23]4[cH:24][cH:25][cH:26][cH:27][cH:28]4)=[O:29])[CH3:30])[s:18][cH:19]3)[cH:13][cH:14]2)[C:5](=[O:7])[NH:6]1. Reactants: C(CCCCCCCC)C1=CC=C(C(=O)CCCCC(=O)OC)C=C1 (methyl 5-(4-n-nonylbenzoyl)pentanoate), [OH-].[Na+] (sodium hydroxide). The solvent is C(C)O (ethanol), C(C)O (ethanol). The product is C(CCCCCCCC)C1=CC=C(C(=O)CCCCC(=O)O)C=C1 (5-(4-n-nonylbenzoyl)pentanoic acid). The yield is 71.5%. As a reaction SMILES: [CH2:1]([C:10]1[CH:25]=[CH:24][C:13]([C:14]([CH2:16][CH2:17][CH2:18][CH2:19][C:20]([O:22]C)=[O:21])=[O:15])=[CH:12][CH:11]=1)[CH2:2][CH2:3][CH2:4][CH2:5][CH2:6][CH2:7][CH2:8][CH3:9].[OH-].[Na+]>C(O)C>[CH2:1]([C:10]1[CH:11]=[CH:12][C:13]([C:14]([CH2:16][CH2:17][CH2:18][CH2:19][C:20]([OH:22])=[O:21])=[O:15])=[CH:24][CH:25]=1)[CH2:2][CH2:3][CH2:4][CH2:5][CH2:6][CH2:7][CH2:8][CH3:9] |f:1.2|. Procedure: Adipic acid monomethyl ester (50 g; 0.31 mole) is converted to the acid chloride with thionyl chloride (50 g) in the manner described in Example 1. This product is reacted with nonylbenzene (400 ml) and aluminum chloride (80 g; 0.6 mole) and the product purified in a manner analogous to that described in Example 1 to provide methyl 5-(4-n-nonylbenzoyl)pentanoate (35.2 g). This ester (35 g) is hydrolysed with sodium hydroxide in aqueous ethanol as in Example 1 to give, on recrystallization from a... Reactants: O=c1[nH]nnn1-c1ccc(F)cc1, CC(O)C1(c2ccc(F)cc2F)CO1, CC(n1nnn(-c2ccc(F)cc2)c1=O)C1(c2ccc(F)cc2F)CO1. The product is CC(Oc1nnnn1-c1ccc(F)cc1)C1(c2ccc(F)cc2F)CO1. RXN SMILES: [F:15][c:16]1[cH:17][cH:18][c:19](-[n:22]2[n:23][n:24][nH:25][c:26]2=[O:27])[cH:20][cH:21]1.[F:1][c:2]1[c:3]([C:9]2([CH:12]([CH3:13])[OH:14])[O:10][CH2:11]2)[cH:4][cH:5][c:6]([F:8])[cH:7]1.[F:28][c:29]1[cH:30][c:31]([F:32])[cH:33][cH:34][c:35]1[C:36]1([CH:39]([n:40]2[c:41](=[O:42])[n:43](-[c:44]3[cH:45][cH:46][c:47]([F:48])[cH:49][cH:50]3)[n:51][n:52]2)[CH3:53])[O:37][CH2:38]1>>[F:1][c:2]1[c:3]([C:9]2([CH:12]([CH3:13])[O:14][c:26]3[n:22](-[c:19]4[cH:18][cH:17][c:16]([F:15])[cH:21][cH:20]4)[n:23][n:24][n:25]3)[O:10][CH2:11]2)[cH:4][cH:5][c:6]([F:8])[cH:7]1. Product: C1(CCCCC1)CC1=C(N=NN1C1=CC=C(C=C1)C(=O)NCC)C(=O)NC1CC1 (5-(cyclohexylmethyl)-N-cyclopropyl-1-{4-[(ethylamino)carbonyl]phenyl}-1H-1,2,3-triazole-4-carboxamide). Reported procedure: 5-(Cyclohexylmethyl)-1-{4-[(ethylamino)carbonyl]phenyl}-1H-1,2,3-triazole-4-carboxylic acid (357 mg, 1.00 mmol) obtained in Example 102b), HOBt (68.2 mg, 0.500 mmol, 0.5 eq.) and cyclopropylamine (0.093 ml, 1.30 mmol, 1.3 eq.) were dissolved in acetonitrile-DMF (2:1, 4.5 ml), WSC (215 mg, 1.10 mmol, 1.1 eq.) was added, and the mixture was stirred at room temperature for 14 hr. Water was added to the reaction mixture, and the obtained suspension was diluted with 2% aqueous sodium hydrogen carbona... Run in C(C)#N.CN(C)C=O (acetonitrile DMF), O (Water), C(O)([O-])=O.[Na+] (sodium hydrogen carbonate). Reaction conditions: time 14 hour. Isolated yield 183.6%. Reaction SMILES: [CH:1]1([CH2:7][C:8]2[N:12]([C:13]3[CH:18]=[CH:17][C:16]([C:19]([NH:21][CH2:22][CH3:23])=[O:20])=[CH:15][CH:14]=3)[N:11]=[N:10][C:9]=2[C:24]([OH:26])=O)[CH2:6][CH2:5][CH2:4][CH2:3][CH2:2]1.C1C=C[C:30]2N(O)N=[N:33][C:31]=2[CH:32]=1.C1(N)CC1.CCN=C=NCCCN(C)C>C(#N)C.CN(C=O)C.C(=O)([O-])O.[Na+].O>[CH:1]1([CH2:7][C:8]2[N:12]([C:13]3[CH:14]=[CH:15][C:16]([C:19]([NH:21][CH2:22][CH3:23])=[O:20])=[CH:17][CH:18]=3)[N:11]=[N:10][C:9]=2[C:24]([NH:33][CH:31]2[CH2:32][CH2:30]2)=[O:26])[CH2:2][CH2:3][CH2:4][CH2:5][CH2:6]1 |f:4.5,6.7|. The reactants are CCN=C=NCCCN(C)C (WSC), C1(CCCCC1)CC1=C(N=NN1C1=CC=C(C=C1)C(=O)NCC)C(=O)O (5-(Cyclohexylmethyl)-1-{4-[(ethylamino)carbonyl]phenyl}-1H-1,2,3-triazole-4-carboxylic acid), C=1C=CC2=C(C1)N=NN2O (HOBt), C1(CC1)N (cyclopropylamine). Reactants: CC(Oc1ccc(S(C)(=O)=O)cc1C(=O)O)C(F)(F)F, Ic1ccc2c(c1)CNC2. Product: CC(Oc1ccc(S(C)(=O)=O)cc1C(=O)N1Cc2ccc(I)cc2C1)C(F)(F)F. Reaction SMILES: [CH3:11][S:12](=[O:13])(=[O:14])[c:15]1[cH:16][cH:17][c:18]([O:24][CH:25]([C:26]([F:27])([F:28])[F:29])[CH3:30])[c:19]([C:20](=[O:21])[OH:22])[cH:23]1.[I:1][c:2]1[cH:3][c:4]2[c:8]([cH:9][cH:10]1)[CH2:7][NH:6][CH2:5]2>>[I:1][c:2]1[cH:3][c:4]2[c:8]([cH:9][cH:10]1)[CH2:7][N:6]([C:20]([c:19]1[c:18]([O:24][CH:25]([C:26]([F:27])([F:28])[F:29])[CH3:30])[cH:17][cH:16][c:15]([S:12]([CH3:11])(=[O:13])=[O:14])[cH:23]1)=[O:21])[CH2:5]2. The reactants are Cl (HCl), [OH-].[Na+] (NaOH), C1CCOC1 (THF), ClC1=C(C=CC(=C1)NCC1=C(C=C(C=C1C)C(F)(F)F)C=1C=CC(=NC1)C(=O)NCCC(=O)OCC)C1=CC=C(C=C1)C(F)(F)F (ethyl 3-(5-(2-(((2-chloro-4′-(trifluoromethyl)-[1,1′-biphenyl]-4-yl)amino)methyl)-3-methyl-5-(trifluoromethyl)phenyl)picolinamido)propanoate). The solvent is CO (MeOH). Yields the product ClC1=C(C=CC(=C1)NCC1=C(C=C(C=C1C)C(F)(F)F)C=1C=CC(=NC1)C(=O)NCCC(=O)O)C1=CC=C(C=C1)C(F)(F)F (3-(5-(2-(((2-chloro-4′-(trifluoromethyl)-[1,1′-biphenyl]-4-yl)amino)methyl)-3-methyl-5-(trifluoromethyl)phenyl)picolinamido)propanoic acid). As a reaction SMILES: [OH-].[Na+].C1COCC1.[Cl:8][C:9]1[CH:14]=[C:13]([NH:15][CH2:16][C:17]2[C:22]([CH3:23])=[CH:21][C:20]([C:24]([F:27])([F:26])[F:25])=[CH:19][C:18]=2[C:28]2[CH:29]=[CH:30][C:31]([C:34]([NH:36][CH2:37][CH2:38][C:39]([O:41]CC)=[O:40])=[O:35])=[N:32][CH:33]=2)[CH:12]=[CH:11][C:10]=1[C:44]1[CH:49]=[CH:48][C:47]([C:50]([F:53])([F:52])[F:51])=[CH:46][CH:45]=1.Cl>CO>[Cl:8][C:9]1[CH:14]=[C:13]([NH:15][CH2:16][C:17]2[C:22]([CH3:23])=[CH:21][C:20]([C:24]([F:26])([F:27])[F:25])=[CH:19][C:18]=2[C:28]2[CH:29]=[CH:30][C:31]([C:34]([NH:36][CH2:37][CH2:38][C:39]([OH:41])=[O:40])=[O:35])=[N:32][CH:33]=2)[CH:12]=[CH:11][C:10]=1[C:44]1[CH:45]=[CH:46][C:47]([C:50]([F:53])([F:51])[F:52])=[CH:48][CH:49]=1 |f:0.1|. Reported procedure: A 3M aqueous NaOH solution (0.13 mL, 0.39 mmol) was added to a THF (2.0 mL) and MeOH (1.0 mL) solution of ethyl 3-(5-(2-(((2-chloro-4′-(trifluoromethyl)-[1,1′-biphenyl]-4-yl)amino)methyl)-3-methyl-5-(trifluoromethyl)phenyl)picolinamido)propanoate (44 mg, 0.07 mmol) and the resulting mixture was stirred at room temperature. After 2 h the resulting mixture was acidified with 1N aqueous HCl and extracted with EtOAc. The combined organics were dried (Na2SO4), concentrated and purified via column chr...